This data is from the Open Reaction Database (ORD), a public repository of structured organic reaction records. The task is: describe an organic reaction: reactants, conditions, products, and yield Starting materials: BrC1=NC(=CC=C1)C(C)(C)C (2-bromo-6-tert-butylpyridine), C(C1=CC=CC=C1)S (benzyl mercaptan), solution, CC(C)([O-])C.[K+] (potassium tert-butoxide), O1CCCC1 (tetrahydrofuran). Solvent: CN(C=O)C (N,N-dimethylformamide), O (water). Reaction conditions: temperature 50 celsius, time 16 hour. Product: C(C1=CC=CC=C1)SC1=NC(=CC=C1)C(C)(C)C (2-(benzylthio)-6-tert-butylpyridine). Reaction SMILES: [CH2:1]([SH:8])[C:2]1[CH:7]=[CH:6][CH:5]=[CH:4][CH:3]=1.CC(C)([O-])C.[K+].O1CCCC1.Br[C:21]1[CH:26]=[CH:25][CH:24]=[C:23]([C:27]([CH3:30])([CH3:29])[CH3:28])[N:22]=1>CN(C)C=O.O>[CH2:1]([S:8][C:21]1[CH:26]=[CH:25][CH:24]=[C:23]([C:27]([CH3:30])([CH3:29])[CH3:28])[N:22]=1)[C:2]1[CH:7]=[CH:6][CH:5]=[CH:4][CH:3]=1 |f:1.2|. Procedure: To a solution of benzyl mercaptan (0.22 mL, 1.87 mmol) in anhydrous N,N-dimethylformamide (10 mL) was added a 1.0 M solution of potassium tert-butoxide in tetrahydrofuran (1.87 mL, 1.87 mmol) dropwise over 2 minutes. To the resulting suspension was added 2-bromo-6-tert-butylpyridine (0.20 g, 0.93 mmol), and the resulting mixture was stirred at 50° C. for 16 hours. The cooled mixture was poured into water (50 mL) and extracted with ethyl acetate (50 mL), and the ethyl acetate layer was dried over...